From a dataset of the Open Reaction Database (ORD), a public repository of structured organic reaction records. describe an organic reaction: reactants, conditions, products, and yield Yield: 87.9%. Reported procedure: 12.0 g (38.0 mmol) of nBu4NF.3H2O in 40 ml of THF was carefully dried by stirring during 2 h at RT over 15 g of 3 Å molecular sieve. This solution was then added to 1.93 g (4.748 mmol) of (R)-6-[(1R,4aR,5S,8aR)-5-(tert-butyl-dimethyl-silanyloxy)-8a-methyl-decahydro-naphthalen-1-yl]-2-methyl-hept-3-yn-2-ol and the mixture kept for 40 h at 55°. The reaction mixture was then poured onto crushed ice, extracted twice with ether, washed with water and brine, dried over sodium sulfate, and evaporated t... Reaction SMILES: [N+](CCCC)(CCCC)(CCCC)CCCC.[F-].O.O.O.C([Si](C)(C)[O:27][C@H:28]1[CH2:37][CH2:36][CH2:35][C@@:34]2([CH3:38])[C@H:29]1[CH2:30][CH2:31][CH2:32][C@@H:33]2[C@H:39]([CH3:47])[CH2:40][C:41]#[C:42][C:43]([CH3:46])([OH:45])[CH3:44])(C)(C)C>C1COCC1>[OH:45][C:43]([CH3:44])([CH3:46])[C:42]#[C:41][CH2:40][C@H:39]([C@H:33]1[CH2:32][CH2:31][CH2:30][C@@H:29]2[C@:34]1([CH3:38])[CH2:35][CH2:36][CH2:37][C@@H:28]2[OH:27])[CH3:47] |f:0.1.2.3.4|. Solvent: C1CCOC1 (THF). The product is OC(C#CC[C@@H](C)[C@@H]1[C@]2(CCC[C@@H]([C@@H]2CCC1)O)C)(C)C ((1S,4aR,5R,8aR)-5-((R)-5-Hydroxy-1,5-dimethyl-hex-3-ynyl)-4a-methyl-decahydro-naphthalen-1-ol). The reactants are [N+](CCCC)(CCCC)(CCCC)CCCC.[F-].O.O.O (nBu4NF.3H2O), C(C)(C)(C)[Si](O[C@@H]1[C@@H]2CCC[C@@H]([C@]2(CCC1)C)[C@@H](CC#CC(C)(O)C)C)(C)C ((R)-6-[(1R,4aR,5S,8aR)-5-(tert-butyl-dimethyl-silanyloxy)-8a-methyl-decahydro-naphthalen-1-yl]-2-methyl-hept-3-yn-2-ol). Reaction conditions: time 2 hour. The reactants are C(C)(C)(C)C1=CC=2N=CN=C(C2S1)O (6-tert-Butyl-thieno[3,2-d]pyrimidin-4-ol), P(=O)(Cl)(Cl)Cl (phosphorous oxychloride). Solvent: C(Cl)Cl (methylene chloride), C(Cl)Cl (methylene chloride). Yields the product C(C)(C)(C)C1=CC=2N=CN=C(C2S1)Cl (6-tert-Butyl-4-chloro-thieno[3,2-d]pyrimidine). Isolated yield 45.9%. RXN SMILES: [C:1]([C:5]1[S:13][C:12]2[C:11](O)=[N:10][CH:9]=[N:8][C:7]=2[CH:6]=1)([CH3:4])([CH3:3])[CH3:2].P(Cl)(Cl)([Cl:17])=O>C(Cl)Cl>[C:1]([C:5]1[S:13][C:12]2[C:11]([Cl:17])=[N:10][CH:9]=[N:8][C:7]=2[CH:6]=1)([CH3:4])([CH3:3])[CH3:2]. Procedure: 6-tert-Butyl-thieno[3,2-d]pyrimidin-4-ol (500 mg, 2.40 mmol, 1 eq.) and phosphorous oxychloride (4.48 mL, 48.0 mmol, 20 eq.) were refluxed under nitrogen for 1.5 hours. Stripped 3× from methylene chloride then dissolved in methylene chloride and rinsed 3× with saturated NaHCO3, 1× with brine. Dried and stripped in vacuo to give 250 mg of amber solids as product. LCMS detects (M+H)+=227. The reactants are Nc1ccc(Br)cc1[N+](=O)[O-], CCO, Cl[Sn]Cl. Yields the product Nc1ccc(Br)cc1N. RXN SMILES: [Br:1][c:2]1[cH:3][c:4]([N+:9]([O-:10])=[O:11])[c:5]([NH2:6])[cH:7][cH:8]1.[CH3:15][CH2:16][OH:17].[Sn:12]([Cl:13])[Cl:14]>>[Br:1][c:2]1[cH:3][c:4]([NH2:9])[c:5]([NH2:6])[cH:7][cH:8]1.